From a dataset of the Open Reaction Database (ORD), a public repository of structured organic reaction records. describe an organic reaction: reactants, conditions, products, and yield The reactants are ClC=1N=C(NC1CC)C(=O)N[C@@H]1[C@@H](CN(CC1)C=1SC(=C(N1)C(=O)O)C(=O)OCC)OCC (cis(±)-2-(4-{[(4-chloro-5-ethyl-1H-imidazol-2-yl)carbonyl]amino}-3-ethoxypiperidin-1-yl)-5-(ethoxycarbonyl)-1,3-thiazole-4-carboxylic acid), ON1N=NC2=C1C=CC=C2 (1-hydroxybenzotriazole), COCC(C)N (1-methoxy-2-propylamine), CCN=C=NCCCN(C)C.Cl (WSC hydrochloride). Yields the product ClC=1N=C(NC1CC)C(=O)N[C@@H]1[C@@H](CN(CC1)C=1SC(=C(N1)C(NC(COC)C)=O)C(=O)OCC)OCC (Ethyl 2-((3R*,4S*)-4-{[(4-chloro-5-ethyl-1H-imidazol-2-yl)carbonyl]amino}-3-ethoxypiperidin-1-yl)-4-[(2-methoxy-1-methylethyl)carbamoyl]-1,3-thiazole-5-carboxylate). The yield is 79.8%. RXN SMILES: [Cl:1][C:2]1[N:3]=[C:4]([C:9]([NH:11][C@H:12]2[CH2:17][CH2:16][N:15]([C:18]3[S:19][C:20]([C:26]([O:28][CH2:29][CH3:30])=[O:27])=[C:21]([C:23](O)=[O:24])[N:22]=3)[CH2:14][C@H:13]2[O:31][CH2:32][CH3:33])=[O:10])[NH:5][C:6]=1[CH2:7][CH3:8].[CH3:34][O:35][CH2:36][CH:37]([NH2:39])[CH3:38].CCN=C=NCCCN(C)C.Cl.ON1C2C=CC=CC=2N=N1>>[Cl:1][C:2]1[N:3]=[C:4]([C:9]([NH:11][C@H:12]2[CH2:17][CH2:16][N:15]([C:18]3[S:19][C:20]([C:26]([O:28][CH2:29][CH3:30])=[O:27])=[C:21]([C:23](=[O:24])[NH:39][CH:37]([CH3:38])[CH2:36][O:35][CH3:34])[N:22]=3)[CH2:14][C@H:13]2[O:31][CH2:32][CH3:33])=[O:10])[NH:5][C:6]=1[CH2:7][CH3:8] |f:2.3|. Procedure: The same operation as in Example (247a) was performed using cis(±)-2-(4-{[(4-chloro-5-ethyl-1H-imidazol-2-yl)carbonyl]amino}-3-ethoxypiperidin-1-yl)-5-(ethoxycarbonyl)-1,3-thiazole-4-carboxylic acid obtained in Example (50a) (250 mg, 0.50 mmol), 1-methoxy-2-propylamine (0.11 mL, 1.00 mmol), WSC hydrochloride (288 mg, 1.50 mmol) and 1-hydroxybenzotriazole (68 mg, 0.50 mmol), to obtain 228 mg of the title compound as a white solid (80%). The reactants are C(C)[SiH](CC)CC (Triethylsilane), C(C)OC(=O)C=1NC(=CC1)C(C1=CC=CC=C1)=O (5-benzoyl-1H-pyrrole-2-carboxylic acid ethyl ester), C(C)[SiH](CC)CC (triethylsilane). Solvent: FC(C(=O)O)(F)F (trifluoroacetic acid). Reaction conditions: time 8 hour. The product is C(C)OC(=O)C=1NC(=CC1)CC1=CC=CC=C1 (5-benzyl-1H-pyrrole-2-carboxylic acid ethyl ester). Yield: 55.5%. As a reaction SMILES: C([SiH](CC)CC)C.[CH2:8]([O:10][C:11]([C:13]1[NH:14][C:15]([C:18](=O)[C:19]2[CH:24]=[CH:23][CH:22]=[CH:21][CH:20]=2)=[CH:16][CH:17]=1)=[O:12])[CH3:9]>FC(F)(F)C(O)=O>[CH2:8]([O:10][C:11]([C:13]1[NH:14][C:15]([CH2:18][C:19]2[CH:24]=[CH:23][CH:22]=[CH:21][CH:20]=2)=[CH:16][CH:17]=1)=[O:12])[CH3:9]. Reported procedure: Triethylsilane (0.323 mL, 2.03 mmol) was added to a stirring, room temperature solution of 5-benzoyl-1H-pyrrole-2-carboxylic acid ethyl ester (29) (0.4180 g, 1.72 mmol) in trifluoroacetic acid (TFA) (4.1 mL, 0.42 M) under N2. After stirring overnight, the reaction did not appear to be complete by HPLC. Addition of addition quantities of triethylsilane did not result in any further changes by HPLC, so the reaction was worked up. The TFA was removed under vacuum, and the crude product was taken up... The reactants are C=C(C)B(O)O, O=C([O-])[O-], C1CCOC1, COc1cc(F)c(C(C)C)cc1-c1ccc(Cl)nc1CN1C(=O)OC(c2cc(C(F)(F)F)cc(C(F)(F)F)c2)C1C, [K+], [K+]. Yields the product C=C(C)c1ccc(-c2cc(C(C)C)c(F)cc2OC)c(CN2C(=O)OC(c3cc(C(F)(F)F)cc(C(F)(F)F)c3)C2C)n1. RXN SMILES: [C:42](=[CH2:43])([CH3:44])[B:45]([OH:46])[OH:47].[C:53](=[O:54])([O-:55])[O-:56].[CH2:48]1[O:49][CH2:50][CH2:51][CH2:52]1.[F:1][C:2]([c:3]1[cH:4][c:5]([CH:13]2[CH:14]([CH3:39])[N:15]([CH2:19][c:20]3[n:21][c:22]([Cl:38])[cH:23][cH:24][c:25]3-[c:26]3[c:27]([O:36][CH3:37])[cH:28][c:29]([F:35])[c:30]([CH:32]([CH3:33])[CH3:34])[cH:31]3)[C:16](=[O:18])[O:17]2)[cH:6][c:7]([C:9]([F:10])([F:11])[F:12])[cH:8]1)([F:40])[F:41].[K+:57].[K+:58]>>[F:1][C:2]([c:3]1[cH:4][c:5]([CH:13]2[CH:14]([CH3:39])[N:15]([CH2:19][c:20]3[n:21][c:22]([C:42](=[CH2:43])[CH3:44])[cH:23][cH:24][c:25]3-[c:26]3[c:27]([O:36][CH3:37])[cH:28][c:29]([F:35])[c:30]([CH:32]([CH3:33])[CH3:34])[cH:31]3)[C:16](=[O:18])[O:17]2)[cH:6][c:7]([C:9]([F:10])([F:11])[F:12])[cH:8]1)([F:40])[F:41]. Reactants: C(CCCCCCCCCCCCCCCCC)O (octadecanol), C1(\C=C/C(=O)O1)=O (maleic anhydride). The product is C(\C=C/C(=O)OCCCCCCCCCCCCCCCCCC)(=O)OCCCCCCCCCCCCCCCCCC (mono octadecyl (monostearyl) maleate). As a reaction SMILES: [CH2:1]([OH:19])[CH2:2][CH2:3][CH2:4][CH2:5][CH2:6][CH2:7][CH2:8][CH2:9][CH2:10][CH2:11][CH2:12][CH2:13][CH2:14][CH2:15][CH2:16][CH2:17][CH3:18].[C:20]1(=[O:26])[O:25][C:23](=[O:24])[CH:22]=[CH:21]1>>[C:23]([O:25][CH2:18][CH2:17][CH2:16][CH2:15][CH2:14][CH2:13][CH2:12][CH2:11][CH2:10][CH2:9][CH2:8][CH2:7][CH2:6][CH2:5][CH2:4][CH2:3][CH2:2][CH3:1])(=[O:24])/[CH:22]=[CH:21]\[C:20]([O:19][CH2:1][CH2:2][CH2:3][CH2:4][CH2:5][CH2:6][CH2:7][CH2:8][CH2:9][CH2:10][CH2:11][CH2:12][CH2:13][CH2:14][CH2:15][CH2:16][CH2:17][CH3:18])=[O:26]. Procedure details: A sample of mono octadecyl (monostearyl) maleate was prepared in a similar manner, but using 405 g octadecanol (1.5 moles) and 147 g maleic anhydride (1.5 moles). Starting materials: E2, OCC=1C=CC(=C(C#N)C1)OC1=CC=C(C=C1)C(F)(F)F (5-(hydroxymethyl)-2-(4-(trifluoromethyl)phenoxy)benzonitrile), ClC1=NC(N2C(N(CCC2)C)=C1)=O (8-chloro-1-methyl-3,4-dihydro-1H-pyrimido[1,6-a]pyrimidin-6(2H)-one). Product: CN1C=2N(CCC1)C(N=C(C2)OCC=2C=CC(=C(C#N)C2)OC2=CC=C(C=C2)C(F)(F)F)=O (5-(((1-methyl-6-oxo-2,3,4,6-tetrahydro-1H-pyrimido[1,6-a]pyrimidin-8-yl)oxy)methyl)-2-(4-(trifluoro methyl)phenoxy)benzonitrile). RXN SMILES: [OH:1][CH2:2][C:3]1[CH:4]=[CH:5][C:6]([O:11][C:12]2[CH:17]=[CH:16][C:15]([C:18]([F:21])([F:20])[F:19])=[CH:14][CH:13]=2)=[C:7]([CH:10]=1)[C:8]#[N:9].Cl[C:23]1[CH:33]=[C:27]2[N:28]([CH3:32])[CH2:29][CH2:30][CH2:31][N:26]2[C:25](=[O:34])[N:24]=1>>[CH3:32][N:28]1[CH2:29][CH2:30][CH2:31][N:26]2[C:25](=[O:34])[N:24]=[C:23]([O:1][CH2:2][C:3]3[CH:4]=[CH:5][C:6]([O:11][C:12]4[CH:17]=[CH:16][C:15]([C:18]([F:19])([F:20])[F:21])=[CH:14][CH:13]=4)=[C:7]([CH:10]=3)[C:8]#[N:9])[CH:33]=[C:27]12. Reported procedure: The title compound or its salt was prepared by a procedure similar to that described for E2 starting from 5-(hydroxymethyl)-2-(4-(trifluoromethyl)phenoxy)benzonitrile and 8-chloro-1-methyl-3,4-dihydro-1H-pyrimido[1,6-a]pyrimidin-6(2H)-one. The reactants are ClC1=C(OC(C(=O)O)(C)C)C=CC(=C1Cl)CCC(C=1SC(=CC1)C1=CC=C(C=C1)C(F)(F)F)=O (2-(2,3-dichloro-4-(3-oxo-3-(5-(4-(trifluoromethyl)phenyl)thien-2-yl)propyl)phenoxy)-2-methyl propanoic acid), Cl.CON (O-methylhydroxylamine hydrochloride). Yields the product ClC1=C(OC(C(=O)O)(C)C)C=CC(=C1Cl)CCC(C=1SC(=CC1)C1=CC=C(C=C1)C(F)(F)F)=NOC (2-(2,3-Dichloro-4-(3-(methoxyimino)-3-(5-(4-(trifluoromethyl)phenyl)thien-2-yl)propyl)phenoxy)-2-methylpropanoic acid). As a reaction SMILES: [Cl:1][C:2]1[C:14]([Cl:15])=[C:13]([CH2:16][CH2:17][C:18](=O)[C:19]2[S:20][C:21]([C:24]3[CH:29]=[CH:28][C:27]([C:30]([F:33])([F:32])[F:31])=[CH:26][CH:25]=3)=[CH:22][CH:23]=2)[CH:12]=[CH:11][C:3]=1[O:4][C:5]([CH3:10])([CH3:9])[C:6]([OH:8])=[O:7].Cl.[CH3:36][O:37][NH2:38]>>[Cl:1][C:2]1[C:14]([Cl:15])=[C:13]([CH2:16][CH2:17][C:18](=[N:38][O:37][CH3:36])[C:19]2[S:20][C:21]([C:24]3[CH:29]=[CH:28][C:27]([C:30]([F:33])([F:32])[F:31])=[CH:26][CH:25]=3)=[CH:22][CH:23]=2)[CH:12]=[CH:11][C:3]=1[O:4][C:5]([CH3:10])([CH3:9])[C:6]([OH:8])=[O:7] |f:1.2|. Procedure: 2-(2,3-Dichloro-4-(3-(methoxyimino)-3-(5-(4-(trifluoromethyl)phenyl)thien-2-yl)propyl)phenoxy)-2-methylpropanoic acid is prepared from 2-(2,3-dichloro-4-(3-oxo-3-(5-(4-(trifluoromethyl)phenyl)thien-2-yl)propyl)phenoxy)-2-methyl propanoic acid and O-methylhydroxylamine hydrochloride according to general procedure I. Reactants: aqueous solution, sodium 2,5-diketogluconate, C([O-])([O-])=O.[Na+].[Na+] (sodium carbonate), [BH4-].[Na+] (sodium borohydride), C(C(C(C(C(=O)C(=O)[O-])O)O)O)O.[Na+] (sodium 2-ketogulonate). Solvent: CO (methanol), CO (methanol). Run at time 8 hour. Yields the product C([C@H]([C@H]([C@@H](C(=O)C(=O)O)O)O)O)O (2-ketogluconate). Reaction SMILES: C(=O)([O-])[O-].[Na+].[Na+].[BH4-].[Na+].[CH2:9]([OH:21])[CH:10]([OH:20])[CH:11]([OH:19])[CH:12]([OH:18])[C:13]([C:15]([O-:17])=[O:16])=[O:14].[Na+]>CO>[CH2:9]([OH:21])[C@@H:10]([OH:20])[C@@H:11]([OH:19])[C@H:12]([OH:18])[C:13]([C:15]([OH:17])=[O:16])=[O:14] |f:0.1.2,3.4,5.6|. Reported procedure: A 10% aqueous solution of sodium 2,5-diketogluconate was adjusted to a pH of 6.1 by addition of sodium carbonate, methanol was added to give 50% by volume and the solution was cooled to between -15° C. and -25° C. One equivalent of sodium borohydride was added to the cooled solution which was stirred for six hours at -15° C. to -25° C. and at room temperature overnight. A mixture of sodium 2-ketogulonate and 2-ketogluconate was isolated by precipitation with methanol and filtration. Analysis of ... Reactants: S1C2CCCC1C(=O)OC2=O (Tetrahydrothiopyran-2,6-dicarboxylic anhydride), NCCCCN1CCN(CC1)C1=NC=CC=N1 (1-(4-aminobutyl)-4-(2-pyrimidinyl)piperazine), C1(=CC=CC=C1)C (toluene). Solvent: O (water). Product: N1=C(N=CC=C1)N1CCN(CC1)CCCCN1C(C2CCCC(C1=O)S2)=O (3-[4-[4-(2-Pyrimidinyl)-1-piperazinyl]butyl]-9-thia-3-azabicyclo[3.3.1]nonane-2,4-dione). RXN SMILES: [S:1]1[CH:6]2[C:7]([O:9][C:10](=[O:11])[CH:2]1[CH2:3][CH2:4][CH2:5]2)=O.[NH2:12][CH2:13][CH2:14][CH2:15][CH2:16][N:17]1[CH2:22][CH2:21][N:20]([C:23]2[N:28]=[CH:27][CH:26]=[CH:25][N:24]=2)[CH2:19][CH2:18]1.C1(C)C=CC=CC=1>O>[N:24]1[CH:25]=[CH:26][CH:27]=[N:28][C:23]=1[N:20]1[CH2:21][CH2:22][N:17]([CH2:16][CH2:15][CH2:14][CH2:13][N:12]2[C:7](=[O:9])[CH:6]3[S:1][CH:2]([CH2:3][CH2:4][CH2:5]3)[C:10]2=[O:11])[CH2:18][CH2:19]1. Reported procedure: Tetrahydrothiopyran-2,6-dicarboxylic anhydride (2.4 g., 14 mmole) and 1-(4-aminobutyl)-4-(2-pyrimidinyl)piperazine (3.5 g., 15 mmole) were dissolved in 250 ml. of toluene and refluxed for 48 hours with water removal via a Dean-Shark trap. The solvent was removed in vacuum and replaced with chloroform. The mixture was filtered through 75 g. of silica gel and concentrated in vacuum and the residue was crystallized from isopropanol with addition of 4N isopropanolic HCl. A second crystallization fro... Reactants: COC(=O)C1Cc2ccc(C#N)c(C)c2C1, CO, [Na+], [OH-]. The product is Cc1c(C#N)ccc2c1CC(C(=O)O)C2. Reaction SMILES: [C:1](#[N:2])[c:3]1[c:4]([CH3:16])[c:5]2[c:9]([cH:10][cH:11]1)[CH2:8][CH:7]([C:12](=[O:13])[O:14][CH3:15])[CH2:6]2.[CH3:19][OH:20].[Na+:18].[OH-:17]>>[C:1](#[N:2])[c:3]1[c:4]([CH3:16])[c:5]2[c:9]([cH:10][cH:11]1)[CH2:8][CH:7]([C:12](=[O:13])[OH:14])[CH2:6]2.